Dataset: the Open Reaction Database (ORD), a public repository of structured organic reaction records. Task: describe an organic reaction: reactants, conditions, products, and yield Starting materials: ClC=1C=C(C(=O)OO)C=CC1 (3-chloroperoxybenzoic acid), C(C)(C)[C@H]1[C@@H](C[C@@H](CC1)C)OCC(=O)OCC1CN(CC=C1)C(=O)OC(C)(C)C (tert-butyl 3-((1R,2S,5R)-2-isopropyl-5-methyl-1-cyclohexyloxy)acetoxymethyl-1,2,3,6-tetrahydropyridine-1-carboxylate), ClC=1C=C(C(=O)OO)C=CC1 (3-chloroperoxybenzoic acid). Solvent: C(Cl)Cl (methylene chloride). Product: C(C)(C)[C@H]1[C@@H](C[C@@H](CC1)C)OCC(=O)OCC1CN(CC2C1O2)C(=O)OC(C)(C)C (tert-butyl 3-((1R,2S,5R) 2-isopropyl-5-methyl-1-cyclohexyloxy)acetoxymethyl-4,5-epoxypiperidine-1-carboxylate). The yield is 66.6%. Reaction SMILES: ClC1C=C(C=CC=1)C(OO)=[O:6].[CH:12]([C@@H:15]1[CH2:20][CH2:19][C@@H:18]([CH3:21])[CH2:17][C@H:16]1[O:22][CH2:23][C:24]([O:26][CH2:27][CH:28]1[CH:33]=[CH:32][CH2:31][N:30]([C:34]([O:36][C:37]([CH3:40])([CH3:39])[CH3:38])=[O:35])[CH2:29]1)=[O:25])([CH3:14])[CH3:13]>C(Cl)Cl>[CH:12]([C@@H:15]1[CH2:20][CH2:19][C@@H:18]([CH3:21])[CH2:17][C@H:16]1[O:22][CH2:23][C:24]([O:26][CH2:27][CH:28]1[CH:33]2[O:6][CH:32]2[CH2:31][N:30]([C:34]([O:36][C:37]([CH3:40])([CH3:38])[CH3:39])=[O:35])[CH2:29]1)=[O:25])([CH3:14])[CH3:13]. Procedure: A solution of 3-chloroperoxybenzoic acid (0.9 g, 5.2 mmol), tert-butyl 3-((1R,2S,5R)-2-isopropyl-5-methyl-1-cyclohexyloxy)acetoxymethyl-1,2,3,6-tetrahydropyridine-1-carboxylate (0.5 g, 1.2 mmol), and methylene chloride (150 ml) was stirred at room temperature for 20 h. An extra portion of 3-chloroperoxybenzoic acid (1.1 eq) was added and the mixture refluxed for 2h. The reaction mixture was extracted with 1M sodium hydroxide and water, dried over magnesium sulphate and evaporated to dryness in v...